Dataset: the Open Reaction Database (ORD), a public repository of structured organic reaction records. Task: describe an organic reaction: reactants, conditions, products, and yield RXN SMILES: [O:1]1[C:5]2[CH:6]=[CH:7][CH:8]=[CH:9][C:4]=2[N:3]=[C:2]1[C:10]1[CH:11]=[CH:12][C:13]([NH:17][CH:18]2[CH2:23][CH2:22][O:21][CH2:20][CH2:19]2)=[C:14]([CH:16]=1)[NH2:15].O.[F:25][C:26]([F:31])([F:30])[C:27](O)=O>>[O:1]1[C:5]2[CH:6]=[CH:7][CH:8]=[CH:9][C:4]=2[N:3]=[C:2]1[C:10]1[CH:11]=[CH:12][C:13]2[N:17]([CH:18]3[CH2:23][CH2:22][O:21][CH2:20][CH2:19]3)[C:27]([C:26]([F:31])([F:30])[F:25])=[N:15][C:14]=2[CH:16]=1. The reactants are O1C(=NC2=C1C=CC=C2)C=2C=CC(=C(N)C2)NC2CCOCC2 (5-(benzoxazol-2-yl)-2-(tetrahydropyran-4-yl)aminoaniline), FC(C(=O)O)(F)F (trifluoroacetic acid), O (water). Yield: 55.5%. Product: O1C(=NC2=C1C=CC=C2)C2=CC1=C(N(C(=N1)C(F)(F)F)C1CCOCC1)C=C2 (5-(benzoxazol-2-yl)-1-(tetrahydropyran-4-yl)-2-trifluoromethylbenzimidazole). Reported procedure: 5-(Benzoxazol-2-yl)-2-(tetrahydropyran-4-yl)aminoaniline (see Working Example 20-2) (0.20 g, 0.646 mmol) in trifluoroacetic acid (7 mL) was heated to reflux for 4.5 hours. The reaction mixture was cooled, water was added, and this was extracted with ethyl acetate. The organic layer was washed with aqueous sodium carbonate solution and water, then dried over magnesium sulfate, and concentrate. The residue was purified by silica gel column chromatography to yield the title compound (139 mg, 55.5% ... Reactants: N1C=NC=C1 (imidazole), C(CCCCC)(=O)Cl (hexanoyl chloride). The solvent is C1(=CC=CC=C1)C (toluene). Yields the product C(CCCCC)(=O)N1C=NC=C1 (1-Hexanoylimidazole). RXN SMILES: [NH:1]1[CH:5]=[CH:4][N:3]=[CH:2]1.[C:6](Cl)(=[O:12])[CH2:7][CH2:8][CH2:9][CH2:10][CH3:11]>C1(C)C=CC=CC=1>[C:6]([N:1]1[CH:5]=[CH:4][N:3]=[CH:2]1)(=[O:12])[CH2:7][CH2:8][CH2:9][CH2:10][CH3:11]. Reported procedure: The method of Pfander and Laederach [H. Pfander and M. Laederach, Carbohyd. Res. 99(2), 175-79 (1982)] was used. 1-Hexanoylimidazole was prepared by stirring 2 equivalents of imidazole with 1 equivalent hexanoyl chloride in toluene solution. The mixture was filtered and concentrated to a low-melting solid. This product, 1-hexanoylimidazole, was further purified by distillation. Reactants: CCOC(=O)CC(=O)OCC, C1CCNCC1, Cc1ccc(C=O)s1, Cc1ccccc1, O=C(O)c1ccccc1. Product: CCOC(=O)C(=Cc1ccc(C)s1)C(=O)OCC. Reaction SMILES: [C:9]([CH2:10][C:11](=[O:12])[O:13][CH2:14][CH3:15])(=[O:16])[O:17][CH2:18][CH3:19].[CH2:20]1[CH2:21][CH2:22][NH:23][CH2:24][CH2:25]1.[CH3:1][c:2]1[cH:3][cH:4][c:5]([CH:7]=[O:8])[s:6]1.[CH3:35][c:36]1[cH:37][cH:38][cH:39][cH:40][cH:41]1.[OH:26][C:27]([c:28]1[cH:29][cH:30][cH:31][cH:32][cH:33]1)=[O:34]>>[CH3:1][c:2]1[cH:3][cH:4][c:5]([CH:7]=[C:10]([C:9](=[O:16])[O:17][CH2:18][CH3:19])[C:11](=[O:12])[O:13][CH2:14][CH3:15])[s:6]1. The reactants are C(#N)CC1OC=CC=C1 (rac 2-cyanomethylpyran), C(C)O (ethanol). Reagents/catalysts: [Pd] (Pd/C). The solvent is C(C)(=O)O (acetic acid). Yields the product NCCC1OC=CC=C1 (rac 2-Aminoethylpyran). As a reaction SMILES: [C:1]([CH2:3][CH:4]1[CH:9]=[CH:8][CH:7]=[CH:6][O:5]1)#[N:2].C(O)C>[Pd].C(O)(=O)C>[NH2:2][CH2:1][CH2:3][CH:4]1[CH:9]=[CH:8][CH:7]=[CH:6][O:5]1. Procedure details: A mixture of rac 2-cyanomethylpyran (4.2 g) and 10% Pd/C (4.0 g) in 1:1 ethanol:acetic acid (150 ml) was hydrogenated at 55 psi overnight. The reaction mixture was filtered through Celite and the solvents were then removed in vacuo. The residue was partitioned between chloroform and 10% sodium carbonate solution. The organic phase was dried over sodium sulfate. Removal of the solvent gave the title compound: The reactants are CC1=C(SC=[N+]1CC=2C=NC(=NC2N)C)CCO (thiamine), C([C@@H]1[C@H]([C@H]([C@@H](O1)/N=C(/CNC=O)\N)O)O)OP(=O)(O)O (5′-phosphoribosyl-N-formylglycinamidine), C1=C(N(C=N1)[C@H]2[C@@H]([C@@H]([C@H](O2)COP(=O)(O)O)O)O)N (5′-phosphoribosyl-5-aminoimidazole), CC1=C(SC=[N+]1CC=2C=NC(=NC2N)C)CCO (Thiamine), N1=CN=C2N=CNC2=C1 (purine). The product is NC1=NC(=NC=C1CO)C (4-Amino-5-hydroxymethyl-2-methylpyrimidine). RXN SMILES: CC1[N+]([CH2:7][C:8]2[CH:9]=[N:10][C:11]([CH3:15])=[N:12][C:13]=2[NH2:14])=CSC=1CCO.N1C=C2C(N=CN2)=NC=1.C(OP(O)(O)=O)[C@H]1[O:33][C@@H](/N=C(\N)/CNC=O)[C@H](O)[C@@H]1O.C1N=CN([C@@H]2O[C@H](COP(O)(O)=O)[C@@H](O)[C@H]2O)C=1N>>[NH2:14][C:13]1[C:8]([CH2:7][OH:33])=[CH:9][N:10]=[C:11]([CH3:15])[N:12]=1. Procedure details: The following reactions comprise the biosynthesis of thiamine: Thiamine biosynthesis begins with purine metabolism. From here AIR synthetase, the fifth step in the pathway catalyzes the conversion of 5′-phosphoribosyl-N-formylglycinamidine (FGAM) to 5′-phosphoribosyl-5-aminoimidazole (AIR). 4-Amino-5-hydroxymethyl-2-methylpyrimidine is then formed in a series of reactions. The reactants are Cc1cn(S(C)(=O)=O)c2c1C(=O)CC(c1ccccc1F)C2, CCO, Cl, Cl, N=C(N)NN, O. As a reaction SMILES: [CH3:1][S:2](=[O:3])(=[O:4])[n:5]1[cH:6][c:7]([CH3:22])[c:8]2[c:13]1[CH2:12][CH:11]([c:14]1[c:15]([F:20])[cH:16][cH:17][cH:18][cH:19]1)[CH2:10][C:9]2=[O:21].[CH3:31][CH2:32][OH:33].[ClH:23].[ClH:29].[NH2:24][NH:25][C:26](=[NH:27])[NH2:28].[OH2:30]>>[CH3:1][S:2](=[O:3])(=[O:4])[n:5]1[cH:6][c:7]([CH3:22])[c:8]2[c:13]1[CH2:12][CH:11]([c:14]1[c:15]([F:20])[cH:16][cH:17][cH:18][cH:19]1)[CH2:10][C:9]2=[N:24][NH:25][C:26](=[NH:27])[NH2:28].[ClH:23]. The product is Cc1cn(S(C)(=O)=O)c2c1C(=NNC(=N)N)CC(c1ccccc1F)C2, Cl. The reactants are [Cl-], O=C(O)c1c(F)cccc1Cl, N. Product: NC(=O)c1c(F)cccc1Cl. As a reaction SMILES: [Cl-:1].[Cl:2][c:3]1[c:4]([C:5](=[O:6])[OH:7])[c:8]([F:12])[cH:9][cH:10][cH:11]1.[NH3:13]>>[Cl:2][c:3]1[c:4]([C:5](=[O:6])[NH2:13])[c:8]([F:12])[cH:9][cH:10][cH:11]1. Starting materials: O=C(O)C1CNC1, CC(=O)OC=O. Yields the product O=CN1CC(C(=O)O)C1. RXN SMILES: [C:1](=[O:2])([OH:3])[CH:4]1[CH2:5][NH:6][CH2:7]1.[CH:8](=[O:9])[O:10][C:11](=[O:12])[CH3:13]>>[C:1](=[O:2])([OH:3])[CH:4]1[CH2:5][N:6]([CH:8]=[O:9])[CH2:7]1. Reactants: C(CCC)[Li] (n-butyllithium), C1(=CC=CC=C1)CCCC#C (5-phenylpentyne), COC1=CC(C2(CO2)CC1)=O (6-methoxy-1-oxa-spiro[2.5]oct-5-en-4-one), [Cl-].[NH4+] (ammonium chloride). Solvent: C(C)OCC (diethyl ether), C1(=CC=CC=C1)C (toluene). Run at temperature -78 celsius, time 15 minute. Yields the product OC1(C2(CO2)CCC(=C1)OC)C=CCCCC1=CC=CC=C1 (4-hydroxy-6-methoxy-4-(5-phenylpenten-1-yl)-1-oxa-spiro[2.5]octene). The yield is 103.7%. RXN SMILES: C([Li])CCC.[C:6]1([CH2:12][CH2:13][CH2:14][C:15]#[CH:16])[CH:11]=[CH:10][CH:9]=[CH:8][CH:7]=1.[CH3:17][O:18][C:19]1[CH2:26][CH2:25][C:22]2([O:24][CH2:23]2)[C:21](=[O:27])[CH:20]=1.[Cl-].[NH4+]>C(OCC)C.C1(C)C=CC=CC=1>[OH:27][C:21]1([CH:16]=[CH:15][CH2:14][CH2:13][CH2:12][C:6]2[CH:11]=[CH:10][CH:9]=[CH:8][CH:7]=2)[CH:20]=[C:19]([O:18][CH3:17])[CH2:26][CH2:25][C:22]21[O:24][CH2:23]2 |f:3.4|. Reported procedure: 74 ml (0.118 mol) of n-butyllithium (1.6 molar in hexane) are added dropwise, under a nitrogen atmosphere, to a solution, cooled to -78° C., of 25 ml (0.157 mol) of 5-phenylpentyne in 400 ml of anhydrous diethyl ether. The whole is stirred at -78° C. for 15 minutes and then at 0° C. for 75 minutes. There is then added dropwise to that solution a solution, cooled to -78° C., of 6-methoxy-1-oxa-spiro[2.5]oct-5-en-4-one (11 g; 71.33 mmol) in 80 ml of anhydrous toluene. After 1 hour's stirring at -7...